Dataset: the Open Reaction Database (ORD), a public repository of structured organic reaction records. Task: describe an organic reaction: reactants, conditions, products, and yield Reactants: [N+](=O)([O-])C1=CC2=C(CCC3CC(N(N=C23)C2=CC=CC=C2)=O)C=C1 (9-nitro-2-phenyl-4,4a,5,6-tetrahydrobenzo[h]cinnolin-3(2H)-one), Cl (hydrochloric acid). The reagents and catalysts are [Fe] (iron). Solvent: C(C)O (ethanol), O (water). Yields the product NC1=CC2=C(CCC3CC(N(N=C23)C2=CC=CC=C2)=O)C=C1 (9-amino-2-phenyl-4,4a,5,6-tetrahydrobenzo[h]cinnolin-3(2H)-one). As a reaction SMILES: [N+:1]([C:4]1[CH:24]=[CH:23][C:7]2[CH2:8][CH2:9][CH:10]3[C:15]([C:6]=2[CH:5]=1)=[N:14][N:13]([C:16]1[CH:21]=[CH:20][CH:19]=[CH:18][CH:17]=1)[C:12](=[O:22])[CH2:11]3)([O-])=O.Cl>C(O)C.O.[Fe]>[NH2:1][C:4]1[CH:24]=[CH:23][C:7]2[CH2:8][CH2:9][CH:10]3[C:15]([C:6]=2[CH:5]=1)=[N:14][N:13]([C:16]1[CH:21]=[CH:20][CH:19]=[CH:18][CH:17]=1)[C:12](=[O:22])[CH2:11]3. Reported procedure: To a mixture of 9-nitro-2-phenyl-4,4a,5,6-tetrahydrobenzo[h]cinnolin-3(2H)-one in ethanol and water is added iron powder with stirring at room temperature. The mixture is heated up to 50° C. on a water bath with stirring and concentrated hydrochloric acid is added dropwise carefully. The resulting mixture is further stirred with heating at 80° C. and the filtrate is concentrated. To the residue is added an aqueous sodium hydroxide solution, and the alkaline solution is extracted with chloroform.... Starting materials: ice, C1=CC(=CC(=C1)Cl)C(=O)OO (MCPBA), NC1=NC(=C2N=CN(C2=N1)[C@@H]1[C@@H](O)[C@@H](O)[C@@H](O1)CO)SN (2-Amino9-(β-L-ribofuranosyl)purine-6-sulfenamide), O (water). The solvent is C(C)O (ethanol), C(C)O (ethanol). Conditions: temperature -10 celsius. Yields the product NC1=NC(=C2N=CN(C2=N1)[C@@H]1[C@@H](O)[C@@H](O)[C@@H](O1)CO)S(=O)N (2-Amino-9-(β-L-ribofuranosyl)purine-6-sulfinamide). Yield: 86.5%. As a reaction SMILES: [NH2:1][C:2]1[N:10]=[C:9]2[C:5]([N:6]=[CH:7][N:8]2[C@H:11]2[O:17][C@@H:16]([CH2:18][OH:19])[C@H:14]([OH:15])[C@@H:12]2[OH:13])=[C:4]([S:20][NH2:21])[N:3]=1.O.C1C=C(Cl)C=C(C(OO)=[O:31])C=1>C(O)C>[NH2:1][C:2]1[N:10]=[C:9]2[C:5]([N:6]=[CH:7][N:8]2[C@H:11]2[O:17][C@@H:16]([CH2:18][OH:19])[C@H:14]([OH:15])[C@@H:12]2[OH:13])=[C:4]([S:20]([NH2:21])=[O:31])[N:3]=1. Reported procedure: A mixture of 2-amino-9-(β-L-ribofiiranosyl)purine-6-sulfenamide 17 (200 mg, 0.637 mmol), ethanol (90 mL) and water (6.4 mL) was vigorously stirred at −10° C. in a salt-ice bath. A solution of MCPBA (80%, 137.0 mg, 0.637 mmol) in ethanol 5.5 mL was added dropwise over a period of 15 minutes. The mixture was allowed to stir and warm as the ice melt (8 h), and stirred at ambient temperature for addition 14 h. A small amount of precipitate was filtered out and the filtrate evaporated at 23° C. to dr... Starting materials: N1=CC=CC2=CC(=CC=C12)CN1N=NC=2C1=NC(=CC2)C=2C=NN(C2)CCO (2-(4-(3-(Quinolin-6-ylmethyl)-3H-[1,2,3]triazolo[4,5-b]pyridin-5-yl)-1H-pyrazol-1-yl)ethanol), C(C)(=O)O (acetic acid). Solvent: OO (hydrogen peroxide). Conditions: time 12 hour. The product is OCCN1N=CC(=C1)C1=CC=C2C(=N1)N(N=N2)CC=2C=C1C=CC=[N+](C1=CC2)[O-] (6-((5-(1-(2-Hydroxyethyl)-1H-pyrazol-4-yl)-3H-[1,2,3]triazolo[4,5-b]pyridin-3-yl)methyl)quinoline 1-oxide). Isolated yield 14.0%. RXN SMILES: [N:1]1[C:10]2[C:5](=[CH:6][C:7]([CH2:11][N:12]3[C:16]4=[N:17][C:18]([C:21]5[CH:22]=[N:23][N:24]([CH2:26][CH2:27][OH:28])[CH:25]=5)=[CH:19][CH:20]=[C:15]4[N:14]=[N:13]3)=[CH:8][CH:9]=2)[CH:4]=[CH:3][CH:2]=1.C(O)(=[O:31])C>OO>[OH:28][CH2:27][CH2:26][N:24]1[CH:25]=[C:21]([C:18]2[N:17]=[C:16]3[N:12]([CH2:11][C:7]4[CH:6]=[C:5]5[C:10](=[CH:9][CH:8]=4)[N+:1]([O-:31])=[CH:2][CH:3]=[CH:4]5)[N:13]=[N:14][C:15]3=[CH:20][CH:19]=2)[CH:22]=[N:23]1. Procedure: To a solution of example 146 (0.100 g, 0.269 mmol) in acetic acid (1 ml), hydrogen peroxide solution (50%, 1 ml) and heated to 100° C. After 12 h, the mixture was concentrated, extracted with chloroform, washed with brine, dried over sodium sulphate and concentrated. The crude product was purified by column chromatography using dichloromethane: methanol to afford the title compound as an off-white solid (0.015 g, 14%). M.P.: 222-224° C. 1H-NMR (δ ppm, DMSO-d6, 400 MHz): 8.58-8.48 (m, 4H), 8.19 (...